This data is from the Open Reaction Database (ORD), a public repository of structured organic reaction records. The task is: describe an organic reaction: reactants, conditions, products, and yield Starting materials: Br, Cc1c(OCc2ccccc2)c(=O)ccn1C. Product: Cc1c(O)c(=O)ccn1C. Reaction SMILES: [BrH:18].[CH3:1][n:2]1[c:3]([CH3:17])[c:4]([O:9][CH2:10][c:11]2[cH:12][cH:13][cH:14][cH:15][cH:16]2)[c:5](=[O:8])[cH:6][cH:7]1>>[CH3:1][n:2]1[c:3]([CH3:17])[c:4]([OH:9])[c:5](=[O:8])[cH:6][cH:7]1. The reactants are NC1=C(C=NN1C1=NN(C(=C1Cl)OC(F)F)C)C#N (5-Amino-1-(4-chloro-5-difluoromethoxy-1-methyl-3-pyrazolyl)-4-pyrazolecarbonitrile), Br (hydrobromic acid), N(=O)[O-].[Na+] (sodium nitrite). Solvent: O (water), O (water). Conditions: temperature -6 celsius, time 15 minute. Yields the product BrC1=C(C=NN1C1=NN(C(=C1Cl)OC(F)F)C)C#N (5-Bromo-1-(4-chloro-5-difluoromethoxy-1-methyl-3-pyrazolyl)-4-pyrazolecarbonitrile). As a reaction SMILES: N[C:2]1[N:6]([C:7]2[C:11]([Cl:12])=[C:10]([O:13][CH:14]([F:16])[F:15])[N:9]([CH3:17])[N:8]=2)[N:5]=[CH:4][C:3]=1[C:18]#[N:19].N([O-])=O.[Na+].[BrH:24]>O>[Br:24][C:2]1[N:6]([C:7]2[C:11]([Cl:12])=[C:10]([O:13][CH:14]([F:16])[F:15])[N:9]([CH3:17])[N:8]=2)[N:5]=[CH:4][C:3]=1[C:18]#[N:19] |f:1.2|. Procedure: 5.68 g (19.7 mmol) 5-Amino-1-(4-chloro-5-difluoromethoxy-1-methyl-3-pyrazolyl)-4-pyrazolecarbonitrile was dissolved in 66.3 ml hydrobromic acid (47%) and the mixture cooled to -6° C. Under a nitrogen atmosphere, 2.36 g (34.2 mmol) sodium nitrite in 5.9 ml water was added dropwise. The mixture was stirred for 15 minutes at this temperature and heated to room temperature. 200 ml water was then added and the mixture extracted 4 times with methylene chloride. The organic phase was washed with satura...